This data is from the Open Reaction Database (ORD), a public repository of structured organic reaction records. The task is: describe an organic reaction: reactants, conditions, products, and yield Reactants: FC1=CC=C(C=C1)C1=CC=C(C=C1)C=O (4′-Fluoro[1,1′-biphenyl]-4-carbaldehyde), [C@@H]1(CCCC2=CC=CC=C12)N ((1S)-1,2,3,4-tetrahydro-1-naphthalenylamine). The product is FC1=CC=C(C=C1)C1=CC=C(C=C1)CN[C@H]1CCCC2=CC=CC=C12 (N-[(4′-fluoro[1,1′-biphenyl]-4-yl)methyl]-N-[(1S)-1,2,3,4-tetrahydro-1-naphthalenyl]amine). As a reaction SMILES: [F:1][C:2]1[CH:7]=[CH:6][C:5]([C:8]2[CH:13]=[CH:12][C:11]([CH:14]=O)=[CH:10][CH:9]=2)=[CH:4][CH:3]=1.[C@@H:16]1([NH2:26])[C:25]2[C:20](=[CH:21][CH:22]=[CH:23][CH:24]=2)[CH2:19][CH2:18][CH2:17]1>>[F:1][C:2]1[CH:7]=[CH:6][C:5]([C:8]2[CH:13]=[CH:12][C:11]([CH2:14][NH:26][C@@H:16]3[C:25]4[C:20](=[CH:21][CH:22]=[CH:23][CH:24]=4)[CH2:19][CH2:18][CH2:17]3)=[CH:10][CH:9]=2)=[CH:4][CH:3]=1. Procedure details: 4′-Fluoro[1,1′-biphenyl]-4-carbaldehyde and (1S)-1,2,3,4-tetrahydro-1-naphthalenylamine were processed as described in Example 1A to provide the title compound. The reactants are C(CCC)[SnH](CCCC)CCCC (tributyltin hydride), N(=NC(C#N)(C)C)C(C#N)(C)C (2,2′-azobisisobutyronitrile), O1C=C(C2=C1C=CC=C2)C(CBr)=O (1-benzofuran-3-yl-2-bromo-ethanone). Solvent: C1(=CC=CC=C1)C (toluene). Product: O1C=C(C2=C1C=CC=C2)C(C)=O (1-benzofuran-3-yl-ethanone). RXN SMILES: [O:1]1[C:5]2[CH:6]=[CH:7][CH:8]=[CH:9][C:4]=2[C:3]([C:10](=[O:13])[CH2:11]Br)=[CH:2]1.C([SnH](CCCC)CCCC)CCC.N(C(C)(C)C#N)=NC(C)(C)C#N>C1(C)C=CC=CC=1>[O:1]1[C:5]2[CH:6]=[CH:7][CH:8]=[CH:9][C:4]=2[C:3]([C:10](=[O:13])[CH3:11])=[CH:2]1. Reported procedure: A solution of 1-benzofuran-3-yl-2-bromo-ethanone (Intermediate I1) (commercially available from Maybridge) (2.1 g, 8.8 mmol) in toluene at reflux was treated with tributyltin hydride (2.9 mL, 10.6 mmol) and 2,2′-azobisisobutyronitrile (AIBN, catalyst) for 2 h. The mixture was cooled to rt and concentrated onto silica gel under reduced pressure. The product was eluted from a column of silica gel with 5% EtOAc: hexane to give 1-benzofuran-3-yl-ethanone (Intermediate I2) as an oil, 1.45 g (99%). The reactants are [H-].[Na+] (sodium hydride), C1(=CC=CC=C1)O (phenol), ClC1=NC(=C(C(=C1[N+](=O)[O-])NCCOCCCC=1C=NC=CC1)C)C (2-chloro-5,6-dimethyl-3-nitro-N-[2-(3-pyridin-3-ylpropoxy)ethyl]pyridin-4-amine). Run in COCCOCCOC (2-Methoxyethyl ether), COCCOCCOC (diglyme). Conditions: temperature 90 celsius, time 1.25 hour. The product is CC1=NC(=C(C(=C1C)NCCOCCCC=1C=NC=CC1)[N+](=O)[O-])OC1=CC=CC=C1 (2,3-dimethyl-5-nitro-6-phenoxy-N-[2-(3-pyridin-3-ylpropoxy)ethyl]pyridin-4-amine). RXN SMILES: [H-].[Na+].[C:3]1([OH:9])[CH:8]=[CH:7][CH:6]=[CH:5][CH:4]=1.Cl[C:11]1[C:16]([N+:17]([O-:19])=[O:18])=[C:15]([NH:20][CH2:21][CH2:22][O:23][CH2:24][CH2:25][CH2:26][C:27]2[CH:28]=[N:29][CH:30]=[CH:31][CH:32]=2)[C:14]([CH3:33])=[C:13]([CH3:34])[N:12]=1>COCCOCCOC>[CH3:34][C:13]1[C:14]([CH3:33])=[C:15]([NH:20][CH2:21][CH2:22][O:23][CH2:24][CH2:25][CH2:26][C:27]2[CH:28]=[N:29][CH:30]=[CH:31][CH:32]=2)[C:16]([N+:17]([O-:19])=[O:18])=[C:11]([O:9][C:3]2[CH:8]=[CH:7][CH:6]=[CH:5][CH:4]=2)[N:12]=1 |f:0.1|. Reported procedure: 2-Methoxyethyl ether (diglyme) (50 ml) and sodium hydride (60% in oil) (5.77 g) were combined. Under a nitrogen atmosphere, a solution of phenol (13.58 g) and diglyme (250 ml) was added slowly over 10 minutes to allow for controlled gas evolution. 2-chloro-5,6-dimethyl-3-nitro-N-[2-(3-pyridin-3-ylpropoxy)ethyl]pyridin-4-amine (35.1 g) from Part A was then added and the reaction mixture was heated to 90° C. After 1.25 hours, the reaction mixture clouded and the temperature was increased to 110° C... Reactants: ClC(c1ccccc1)(c1ccccc1)c1ccccc1, OCC(O)CO, c1ccncc1. Yields the product OCC(O)COC(c1ccccc1)(c1ccccc1)c1ccccc1. RXN SMILES: [C:7]([c:8]1[cH:9][cH:10][cH:11][cH:12][cH:13]1)([c:14]1[cH:15][cH:16][cH:17][cH:18][cH:19]1)([c:20]1[cH:21][cH:22][cH:23][cH:24][cH:25]1)[Cl:26].[OH:1][CH2:2][CH:3]([OH:4])[CH2:5][OH:6].[cH:27]1[cH:28][cH:29][n:30][cH:31][cH:32]1>>[O:1]([CH2:2][CH:3]([OH:4])[CH2:5][OH:6])[C:7]([c:8]1[cH:9][cH:10][cH:11][cH:12][cH:13]1)([c:14]1[cH:15][cH:16][cH:17][cH:18][cH:19]1)[c:20]1[cH:21][cH:22][cH:23][cH:24][cH:25]1. Reactants: CN1C(C=CC1=O)=O (N-methylmaleimide), FC(C(F)(F)OC(=O)C1C2C=CC(C1)C2)CC(F)(F)F (hexafluorobutyl-5-norbornene-2-carboxylate), FC1C(CC(C(=O)[O-])=C)(C(=CC=C1)F)C (2,6-difluoro-1-methylbenzylacrylate), CC(C)(C#N)N=NC(C)(C)C#N (AIBN). The solvent is O1CCCC1 (tetrahydrofuran). The product is CN1C(C=CC1=O)=O.FC(C(F)(F)OC(=O)C1C2C=CC(C1)C2)CC(F)(F)F.FC1C(CC23C(CC(C=C2)C3)C(=O)[O-])(C(=CC=C1)F)C (N-methylmaleimide hexafluorobutyl-5-norbornene-2-carboxylate 2,6-difluoro-1-methylbenzyl-5-norbornene-2-carboxylate). RXN SMILES: [CH3:1][N:2]1[C:6](=[O:7])[CH:5]=[CH:4][C:3]1=[O:8].[F:9][CH:10]([CH2:24][C:25]([F:28])([F:27])[F:26])[C:11]([O:14][C:15]([CH:17]1[CH2:22][CH:21]2[CH2:23][CH:18]1[CH:19]=[CH:20]2)=[O:16])([F:13])[F:12].[F:29][CH:30]1[CH:41]=[CH:40][CH:39]=[C:38]([F:42])[C:31]1([CH3:43])[CH2:32]C(=C)C([O-])=O.CC(N=NC(C#N)(C)C)(C#N)C>O1CCCC1>[CH3:1][N:2]1[C:6](=[O:7])[CH:5]=[CH:4][C:3]1=[O:8].[F:9][CH:10]([CH2:24][C:25]([F:26])([F:27])[F:28])[C:11]([O:14][C:15]([CH:17]1[CH2:22][CH:21]2[CH2:23][CH:18]1[CH:19]=[CH:20]2)=[O:16])([F:13])[F:12].[F:42][CH:38]1[CH:39]=[CH:40][CH:41]=[C:30]([F:29])[C:31]1([CH3:43])[CH2:32][C:18]12[CH2:23][CH:21]([CH:20]=[CH:19]1)[CH2:22][CH:17]2[C:15]([O-:14])=[O:16] |f:5.6.7|. Procedure details: To 20 mL of tetrahydrofuran was added 50 mmole of N-methylmaleimide, 10 mmole of hexafluorobutyl-5-norbornene-2-carboxylate, 40 mmole of 2,6-difluoro-1-methylbenzylacrylate and 0.3 g of AIBN, and the resulting solution was reacted at about 65° C. for about 12 hours.